From a dataset of the Open Reaction Database (ORD), a public repository of structured organic reaction records. describe an organic reaction: reactants, conditions, products, and yield The reactants are BrC1=CC=C(S1)C1=NN(C=N1)C (3-(5-bromo-thiophen-2-yl)-1-methyl-1H-[1,2,4]triazole), C(C)(C)(C)OC(=O)N1CCC(=CC1)B1OC(C(O1)(C)C)(C)C (4-(4,4,5,5-tetramethyl-[1,3,2]dioxaborolan-2-yl)-3,6-dihydro-2H-pyridine-1-carboxylic acid tert-butyl ester), [1,1′-bis(diphenylphosphino)-ferrocene]dichloro-palladium (II), ClCCl (dichloromethane), C(=O)([O-])[O-].[Na+].[Na+] (Na2CO3), [O-]S(=O)(=O)[O-].[Mg+2] (MgSO4). The solvent is O1CCOCC1 (dioxane). Reaction conditions: temperature 80 celsius, time 8 hour. The product is C(C)(C)(C)OC(=O)N1CCC(=CC1)C=1SC(=CC1)C1=NN(C=N1)C (4-[5-(1-methyl-1H-[1,2,4]triazol-3-yl)-thiophen-2-yl]-3,6-dihydro-2H-pyridine-1-carboxylic acid tert-butyl ester). Yield: 86.7%. As a reaction SMILES: Br[C:2]1[S:6][C:5]([C:7]2[N:11]=[CH:10][N:9]([CH3:12])[N:8]=2)=[CH:4][CH:3]=1.[C:13]([O:17][C:18]([N:20]1[CH2:25][CH:24]=[C:23](B2OC(C)(C)C(C)(C)O2)[CH2:22][CH2:21]1)=[O:19])([CH3:16])([CH3:15])[CH3:14].ClCCl.C([O-])([O-])=O.[Na+].[Na+].[O-]S([O-])(=O)=O.[Mg+2]>O1CCOCC1>[C:13]([O:17][C:18]([N:20]1[CH2:21][CH:22]=[C:23]([C:2]2[S:6][C:5]([C:7]3[N:11]=[CH:10][N:9]([CH3:12])[N:8]=3)=[CH:4][CH:3]=2)[CH2:24][CH2:25]1)=[O:19])([CH3:16])([CH3:14])[CH3:15] |f:3.4.5,6.7|. Procedure details: To a large pressure flask were charged compound 3-(5-bromo-thiophen-2-yl)-1-methyl-1H-[1,2,4]triazole (3.1 g, 12.8 mmols) (5BW), 4-(4,4,5,5-tetramethyl-[1,3,2]dioxaborolan-2-yl)-3,6-dihydro-2H-pyridine-1-carboxylic acid tert-butyl ester (3.6 g, 11.65 mmols), [1,1′-bis(diphenylphosphino)-ferrocene]dichloro-palladium (II), complex with dichloromethane (1:1) (0.475 g, 0.89 mmols), Na2CO3 (8.5 ml) and dioxane (40 ml). The mixture was briefly degassed with Ar for ˜0.5 minute, capped and stirred at 80... Starting materials: C1(=CC=CC=C1)[C@@H]1N(C(O[C@@H]1C1=CC=CC=C1)=O)CC(=O)OCC (Ethyl (4,5-cis-diphenyl-2-oxo-3-oxazolidinyl)acetate), [OH-].[Na+] (sodium hydroxide). The solvent is O1CCCC1 (tetrahydrofuran), O (water), O (water). Reaction conditions: time 15 minute. The product is C1(=CC=CC=C1)[C@@H]1N(C(O[C@@H]1C1=CC=CC=C1)=O)CC(=O)O ((4,5-cis-Diphenyl-2-oxo-3-oxazolidinyl)acetic acid). Isolated yield 78.3%. Reaction SMILES: [C:1]1([C@H:7]2[C@@H:11]([C:12]3[CH:17]=[CH:16][CH:15]=[CH:14][CH:13]=3)[O:10][C:9](=[O:18])[N:8]2[CH2:19][C:20]([O:22]CC)=[O:21])[CH:6]=[CH:5][CH:4]=[CH:3][CH:2]=1.[OH-].[Na+]>O1CCCC1.O>[C:1]1([C@H:7]2[C@@H:11]([C:12]3[CH:17]=[CH:16][CH:15]=[CH:14][CH:13]=3)[O:10][C:9](=[O:18])[N:8]2[CH2:19][C:20]([OH:22])=[O:21])[CH:2]=[CH:3][CH:4]=[CH:5][CH:6]=1 |f:1.2|. Reported procedure: Ethyl (4,5-cis-diphenyl-2-oxo-3-oxazolidinyl)acetate (40.6 g, 125 mmol) was dissolved in tetrahydrofuran (100 ml) and a solution of sodium hydroxide (6 g, 150 mmol) in water (40 ml) was added thereto. The mixture was stirred at room temperature for 15 minutes. To the homogeneous solution was added water (150 ml) and the mixture was washed twice with diisopropyl ether (20 ml). The aqueous layer was adjusted to pH 2 with a 10-fold dilution of concentrated hydrochloric acid and extracted with ethyl... Starting materials: ICC (iodoethane), N1C(CC2=CC=CC=C12)=O (oxindole), C(CCC)[Li] (n-butyl lithium), CN(CCN(C)C)C (N,N,N′,N′-tetramethylethylenediamine), [NH4+].[Cl-] (NH4Cl). Run in C1CCOC1 (THF). Product: C(C)C=1C(N=C2C=CC=CC12)=O (3-Ethyl-indol-2-one). The yield is 2.9%. As a reaction SMILES: [NH:1]1[C:9]2[C:4](=[CH:5][CH:6]=[CH:7][CH:8]=2)[CH2:3][C:2]1=[O:10].[CH2:11]([Li])[CH2:12]CC.CN(C)CCN(C)C.ICC.[NH4+].[Cl-]>C1COCC1>[CH2:11]([C:3]1[C:2](=[O:10])[N:1]=[C:9]2[C:4]=1[CH:5]=[CH:6][CH:7]=[CH:8]2)[CH3:12] |f:4.5|. Procedure: A solution of oxindole (40 g, 0.3 mol) in dry THF (400 ml) under N2 was cooled to −25° C. and treated drop wise with n-butyl lithium (2.5M in hexanes, 240 ml, 0.6 mol). To the resulting solution was added N,N,N′,N′-tetramethylethylenediamine (90.4 ml, 0.6 mol). After 30 min. iodoethane (48 ml, 0.6 mol) was added and the reaction mixture was allowed to warm to RT and stirred over night. The reaction mixture was poured into aqueous NH4Cl solution, extracted with EtOAc (2×) and the combined organic... Starting materials: C(C1=CC=CC=C1)N([C@H](CC(=O)OC)C=1C=C2CCCN(C2=CC1)C(=O)OC(C)(C)C)[C@@H](C)C1=CC=CC=C1 (methyl 3-{R}-[benzyl-({S}-1-phenyl-ethyl)-amino]-3-(1-boc-1,2,3,4-tetrahydro-quinolin-6-yl)-propionate), C(C)(=O)O (acetic acid), O (water). Reagents/catalysts: [OH-].[OH-].[Pd+2] (palladium hydroxide on charcoal). Run in C(C)O (ethanol). Conditions: time 8 hour. Yields the product NC(CC(=O)OC)C=1C=C2CCCN(C2=CC1)C(=O)OC(C)(C)C (Methyl 3-Amino-3-(1-boc-1,2,3,4-tetrahydro-quinolin-6-yl)-propionate). Isolated yield 41.3%. As a reaction SMILES: C([N:8]([C@H](C1C=CC=CC=1)C)[C@@H:9]([C:15]1[CH:16]=[C:17]2[C:22](=[CH:23][CH:24]=1)[N:21]([C:25]([O:27][C:28]([CH3:31])([CH3:30])[CH3:29])=[O:26])[CH2:20][CH2:19][CH2:18]2)[CH2:10][C:11]([O:13][CH3:14])=[O:12])C1C=CC=CC=1.C(O)(=O)C.O>C(O)C.[OH-].[OH-].[Pd+2]>[NH2:8][CH:9]([C:15]1[CH:16]=[C:17]2[C:22](=[CH:23][CH:24]=1)[N:21]([C:25]([O:27][C:28]([CH3:31])([CH3:30])[CH3:29])=[O:26])[CH2:20][CH2:19][CH2:18]2)[CH2:10][C:11]([O:13][CH3:14])=[O:12] |f:4.5.6|. Reported procedure: A solution of methyl 3-{R}-[benzyl-({S}-1-phenyl-ethyl)-amino]-3-(1-boc-1,2,3,4-tetrahydro-quinolin-6-yl)-propionate (6.5 g, Reference Example 15) in ethanol (100 ml) was treated with 20% palladium hydroxide on charcoal (1.0 g), acetic acid (3.6 ml) and water (10 ml) and the mixture was hydrogenated at room temperature overnight. The spent catalyst was removed by filtration through Celite and the filtrate was evaporated to low bulk. The residue was taken up in ether and this solution was washed ... The reactants are OC(C[C@@]1(CCN(C(O1)=O)[C@@H](C)C1=CC=C(C=C1)B1OC(C(O1)(C)C)(C)C)C1=CC=CC=C1)(C)C ((S)-6-(2-hydroxy-2-methylpropyl)-6-phenyl-3-{(S)-1-[4-(4,4,5,5-tetramethyl-1,3,2-dioxaborolan-2-yl)phenyl]-ethyl}-1,3-oxazinan-2-one), ClC1=CC=C(C=N1)C1(CC1)C#N (1-(6-chloro-pyridin-3-yl)-cyclopropanecarbonitrile). Product: OC(C[C@@]1(CCN(C(O1)=O)[C@@H](C)C1=CC=C(C=C1)C1=CC=C(C=N1)C1(CC1)C#N)C1=CC=CC=C1)(C)C (1-[6-(4-{(S)-1-[(S)-6-(2-Hydroxy-2-methyl-propyl)-2-oxo-6-phenyl-[1,3]oxazinan-3-yl]-ethyl}-phenyl)-pyridin-3-yl]-cyclopropanecarbonitrile). The yield is 48.0%. As a reaction SMILES: [OH:1][C:2]([CH3:35])([CH3:34])[CH2:3][C@@:4]1([C:28]2[CH:33]=[CH:32][CH:31]=[CH:30][CH:29]=2)[O:9][C:8](=[O:10])[N:7]([C@H:11]([C:13]2[CH:18]=[CH:17][C:16](B3OC(C)(C)C(C)(C)O3)=[CH:15][CH:14]=2)[CH3:12])[CH2:6][CH2:5]1.Cl[C:37]1[N:42]=[CH:41][C:40]([C:43]2([C:46]#[N:47])[CH2:45][CH2:44]2)=[CH:39][CH:38]=1>>[OH:1][C:2]([CH3:34])([CH3:35])[CH2:3][C@@:4]1([C:28]2[CH:33]=[CH:32][CH:31]=[CH:30][CH:29]=2)[O:9][C:8](=[O:10])[N:7]([C@H:11]([C:13]2[CH:14]=[CH:15][C:16]([C:37]3[N:42]=[CH:41][C:40]([C:43]4([C:46]#[N:47])[CH2:45][CH2:44]4)=[CH:39][CH:38]=3)=[CH:17][CH:18]=2)[CH3:12])[CH2:6][CH2:5]1. Reported procedure: The title compound was prepared from (S)-6-(2-hydroxy-2-methylpropyl)-6-phenyl-3-{(S)-1-[4-(4,4,5,5-tetramethyl-1,3,2-dioxaborolan-2-yl)phenyl]-ethyl}-1,3-oxazinan-2-one and 1-(6-chloro-pyridin-3-yl)-cyclopropanecarbonitrile following a procedure analogous to that described in Example 1. Yield: 48% of theory; LC (method 3): tR=3.52 min; Mass spectrum (ESI+): m/z=496 [M+H]+. Starting materials: COC(=O)C1CN(C(=O)c2cc(F)ccc2C)c2ccccc2CN1S(=O)(=O)c1ccc(OC)cc1, [Na+], C1CCOC1, [OH-]. Yields the product COc1ccc(S(=O)(=O)N2Cc3ccccc3N(C(=O)c3cc(F)ccc3C)CC2C(=O)O)cc1. Reaction SMILES: [CH3:1][O:2][c:3]1[cH:4][cH:5][c:6]([S:9](=[O:10])(=[O:11])[N:12]2[CH:13]([C:33](=[O:34])[O:35][CH3:36])[CH2:14][N:15]([C:23]([c:24]3[c:25]([CH3:31])[cH:26][cH:27][c:28]([F:30])[cH:29]3)=[O:32])[c:16]3[c:17]([cH:19][cH:20][cH:21][cH:22]3)[CH2:18]2)[cH:7][cH:8]1.[Na+:38].[O:39]1[CH2:40][CH2:41][CH2:42][CH2:43]1.[OH-:37]>>[CH3:1][O:2][c:3]1[cH:4][cH:5][c:6]([S:9](=[O:10])(=[O:11])[N:12]2[CH:13]([C:33](=[O:34])[OH:35])[CH2:14][N:15]([C:23]([c:24]3[c:25]([CH3:31])[cH:26][cH:27][c:28]([F:30])[cH:29]3)=[O:32])[c:16]3[c:17]([cH:19][cH:20][cH:21][cH:22]3)[CH2:18]2)[cH:7][cH:8]1.